Dataset: the Open Reaction Database (ORD), a public repository of structured organic reaction records. Task: describe an organic reaction: reactants, conditions, products, and yield The reactants are [N+](=O)([O-])C1=NN2C(CNCC2)=C1 (2-nitro-4,5,6,7-tetrahydropyrazolo[1,5-a]pyrazine), [N+](=O)([O-])C1=NN2C(CN(CC2)C(C)=O)=C1 (1-(2-Nitro-6,7-dihydropyrazolo[1,5-a]pyrazin-5 (4H)-yl)ethanone), C(=O)([O-])[O-].[K+].[K+] (K2CO3), BrCCOC (1-bromo-2-methoxyethane). Run in C(C)#N (acetonitrile). Run at temperature 80 celsius. Yields the product COCCN1CC=2N(CC1)N=C(C2)[N+](=O)[O-] (5-(2-Methoxyethyl)-2-nitro-4,5,6,7-tetrahydropyrazolo[1,5-a]pyrazine). RXN SMILES: [N+:1]([C:4]1[CH:12]=[C:7]2[CH2:8][NH:9][CH2:10][CH2:11][N:6]2[N:5]=1)([O-:3])=[O:2].[N+](C1C=C2CN(C(=O)C)CCN2N=1)([O-])=O.C([O-])([O-])=O.[K+].[K+].Br[CH2:35][CH2:36][O:37][CH3:38]>C(#N)C>[CH3:38][O:37][CH2:36][CH2:35][N:9]1[CH2:10][CH2:11][N:6]2[N:5]=[C:4]([N+:1]([O-:3])=[O:2])[CH:12]=[C:7]2[CH2:8]1 |f:2.3.4|. Procedure: To a solution of 2-nitro-4,5,6,7-tetrahydropyrazolo[1,5-a]pyrazine (190 mg, 1.13 mmol) 209a in acetonitrile (10 mL) was added K2CO3 (311.9 mg, 2.26 mmol) and 1-bromo-2-methoxyethane (188.3 mg, 1.36 mmol). The reaction mixture was heated at 80° C. for 17 h under microwave irradiation. Analysis of the reaction mixture by LCMS showed complete conversion to the desired product. The mixture was cooled to room temperature and filtered. The filtrate was concentrated under reduced pressure to afford 327... Reactants: CO, O=[N+]([O-])c1ccc2[nH]c(-c3ccccc3)cc2c1. The product is Nc1ccc2[nH]c(-c3ccccc3)cc2c1. Reaction SMILES: [CH3:19][OH:20].[N+:1]([O-:2])(=[O:3])[c:4]1[cH:5][c:6]2[cH:7][c:8](-[c:13]3[cH:14][cH:15][cH:16][cH:17][cH:18]3)[nH:9][c:10]2[cH:11][cH:12]1>>[NH2:1][c:4]1[cH:5][c:6]2[cH:7][c:8](-[c:13]3[cH:14][cH:15][cH:16][cH:17][cH:18]3)[nH:9][c:10]2[cH:11][cH:12]1. The reactants are C(C)(C)(C)OC(=O)N1[C@@H](CC(C1)=NOC)C(=O)O ((2S,4EZ)-1-(tert-butoxycarbonyl)-4-(methoxyimino)-2-pyrrolidinecarboxylic acid), CC1=C(C=CC=C1)C1=CC(=C(C=C1)C(=O)O)C (2′,3-dimethyl[1,1-biphenyl]-4carboxylic acid), N[C@@H]([C@@H](O)C1=CC=CC=C1)C1=CC=CC=C1 ((1S,2R)-2-amino-1,2-diphenylethanol). Product: CC1=C(C=CC=C1)C1=CC(=C(C=C1)C(=O)N1[C@@H](CC(C1)=NOC)C(=O)N[C@@H]([C@H](C1=CC=CC=C1)O)C1=CC=CC=C1)C ((2S,4EZ)-1-[(2′,3-dimethyl[1,1′-biphenyl]-4-yl)carbonyl]-N-[(1R,2S)-2-hydroxy-1,2-diphenylethyl]-4-(methoxyimino)-2-pyrrolidinecarboxamide). RXN SMILES: C(O[C:6]([N:8]1[CH2:12][C:11](=[N:13][O:14][CH3:15])[CH2:10][C@H:9]1[C:16]([OH:18])=O)=[O:7])(C)(C)C.[CH3:19][C:20]1[CH:25]=[CH:24][CH:23]=[CH:22][C:21]=1[C:26]1[CH:31]=[CH:30][C:29](C(O)=O)=[C:28]([CH3:35])[CH:27]=1.[NH2:36][C@H:37]([C:46]1[CH:51]=[CH:50][CH:49]=[CH:48][CH:47]=1)[C@H:38]([C:40]1[CH:45]=[CH:44][CH:43]=[CH:42][CH:41]=1)[OH:39]>>[CH3:19][C:20]1[CH:25]=[CH:24][CH:23]=[CH:22][C:21]=1[C:26]1[CH:31]=[CH:30][C:29]([C:6]([N:8]2[CH2:12][C:11](=[N:13][O:14][CH3:15])[CH2:10][C@H:9]2[C:16]([NH:36][C@H:37]([C:46]2[CH:51]=[CH:50][CH:49]=[CH:48][CH:47]=2)[C@@H:38]([OH:39])[C:40]2[CH:45]=[CH:44][CH:43]=[CH:42][CH:41]=2)=[O:18])=[O:7])=[C:28]([CH3:35])[CH:27]=1. Procedure details: Following the general method as outlined in Example 22, starting from (2S,4EZ)-1-(tert-butoxycarbonyl)-4-(methoxyimino)-2-pyrrolidinecarboxylic acid, 2′,3-dimethyl[1,1-biphenyl]-4carboxylic acid, and (1S,2R)-2-amino-1,2-diphenylethanol, the title compound was obtained in 73% purity by HPLC. MS(ESI+): m/z=562.